Task: describe an organic reaction: reactants, conditions, products, and yield. Dataset: the Open Reaction Database (ORD), a public repository of structured organic reaction records Reactants: CC(C)(C)NS(=O)(=O)CC1=C(C=CC=C1)[N+](=O)[O-] (N-(1,1-dimethylethyl)-2-nitrobenzenemethanesulfonamide), [H][H] (hydrogen). The reagents and catalysts are [Pd] (palladium on carbon). Solvent: C(C)O (ethanol). Product: NC1=C(C=CC=C1)CS(=O)(=O)NC(C)(C)C (2-Amino-N-(1,1-dimethylethyl)benzenemethanesulfonamide). Isolated yield 94.7%. Reaction SMILES: [CH3:1][C:2]([NH:5][S:6]([CH2:9][C:10]1[CH:15]=[CH:14][CH:13]=[CH:12][C:11]=1[N+:16]([O-])=O)(=[O:8])=[O:7])([CH3:4])[CH3:3].[H][H]>[Pd].C(O)C>[NH2:16][C:11]1[CH:12]=[CH:13][CH:14]=[CH:15][C:10]=1[CH2:9][S:6]([NH:5][C:2]([CH3:4])([CH3:3])[CH3:1])(=[O:8])=[O:7]. Reported procedure: A mixture of 12 g (0.044 mol) of N-(1,1-dimethylethyl)-2-nitrobenzenemethanesulfonamide and 1 g of 10% palladium on carbon in 175 mL ethanol was reduced by shaking in a hydrogen atmosphere at 50 psi for 30 minutes. The catalyst was removed by filtration through a pad of diatomaceous earth with ethanol rinsing. The filtrate was then evaporated under reduced pressure and the residue crystallized from n-butyl chloride and hexanes to afford 10.1 g of the title compound, m.p. 115°-117° C. Starting materials: Clc1nc(Br)ns1, Cc1cc(Cc2ccccc2)nc(NC2CCNCC2)n1, CCN(C(C)C)C(C)C, Cl, C1CCOC1, O. The product is Cc1cc(Cc2ccccc2)nc(NC2CCN(c3nc(Br)ns3)CC2)n1. Reaction SMILES: [Br:23][c:24]1[n:25][s:26][c:27]([Cl:29])[n:28]1.[CH2:2]([c:3]1[cH:4][cH:5][cH:6][cH:7][cH:8]1)[c:9]1[n:10][c:11]([NH:16][CH:17]2[CH2:18][CH2:19][NH:20][CH2:21][CH2:22]2)[n:12][c:13]([CH3:15])[cH:14]1.[CH:30]([N:31]([CH2:32][CH3:33])[CH:34]([CH3:35])[CH3:36])([CH3:37])[CH3:38].[ClH:1].[O:39]1[CH2:40][CH2:41][CH2:42][CH2:43]1.[OH2:44]>>[CH2:2]([c:3]1[cH:4][cH:5][cH:6][cH:7][cH:8]1)[c:9]1[n:10][c:11]([NH:16][CH:17]2[CH2:18][CH2:19][N:20]([c:27]3[s:26][n:25][c:24]([Br:23])[n:28]3)[CH2:21][CH2:22]2)[n:12][c:13]([CH3:15])[cH:14]1. Starting materials: BrC=1C=CC(=C(C1)O)F (5-Bromo-2-fluoro-phenol), CN(CCCl)C (2-Dimethylaminoethylchlorid), Cl (HCl), C(=O)([O-])[O-].[K+].[K+] (K2CO3), C(=O)(O)[O-].[Na+] (NaHCO3). The solvent is CC(=O)C (acetone), C(C)(=O)OCC (ethyl acetate). Run at time 72 hour. Product: BrC=1C=CC(=C(OCCN(C)C)C1)F ([2-(5-Bromo-2-fluoro-phenoxy)-ethyl]-dimethyl-amine). Reaction SMILES: [Br:1][C:2]1[CH:3]=[CH:4][C:5]([F:9])=[C:6]([OH:8])[CH:7]=1.[CH3:10][N:11]([CH3:15])[CH2:12][CH2:13]Cl.Cl.C([O-])([O-])=O.[K+].[K+].C([O-])(O)=O.[Na+]>CC(C)=O.C(OCC)(=O)C>[Br:1][C:2]1[CH:3]=[CH:4][C:5]([F:9])=[C:6]([CH:7]=1)[O:8][CH2:13][CH2:12][N:11]([CH3:15])[CH3:10] |f:3.4.5,6.7|. Reported procedure: 5-Bromo-2-fluoro-phenol (5.0 g, 26.2 mmol), 2-Dimethylaminoethylchlorid×HCl (5.66 g, 39.3 mmol) and K2CO3 (11.0 g, 78.5 mmol) are suspended/dissolved in 260 ml dry acetone and stirred at room temperature for 72 hours. Addition of aqueous NaHCO3 solution and extraction into ethyl acetate yields a crude product which is further purified by chromatography on silica. 1H-NMR (400 MHz; DMSO-d6): 7.41 (d, 1H), 7.20 (dd, 1H), 7.08-7.14 (m, 1H), 4.15 (t, 2H), 2.63 (t, 2H), 2.22 (s, 6H). MS (m/z, ES+): 26... The reactants are BrC=1C=C(C=CC1SC1CC1)C(C(=O)OCC)=CC1CC2(CC1)OCC(CO2)(C)C (Ethyl 2-[3-bromo-4-(cyclopropylsulfanyl)phenyl]-3-(8,8-dimethyl-6,10-dioxaspiro[4.5]dec-2-yl)acrylate), S(=O)([O-])[O-].[Na+].[Na+] (sodium sulfite), OOS(=O)[O-].[K+] (Oxone), C(O)([O-])=O.[Na+] (sodium hydrogen carbonate). Solvent: CO (methanol), C1CCOC1 (THF), C(C)(=O)OCC (ethyl acetate), O (water). Run at time 1 hour. Product: BrC=1C=C(C=CC1S(=O)C1CC1)C(C(=O)OCC)=CC1CC2(CC1)OCC(CO2)(C)C (ethyl 2-[3-bromo-4-(cyclopropylsulfinyl)phenyl]-3-(8,8-dimethyl-6,10-dioxaspiro[4.5]dec-2-yl)acrylate). Isolated yield 97.5%. As a reaction SMILES: [Br:1][C:2]1[CH:3]=[C:4]([C:12](=[CH:18][CH:19]2[CH2:23][CH2:22][C:21]3([O:28][CH2:27][C:26]([CH3:30])([CH3:29])[CH2:25][O:24]3)[CH2:20]2)[C:13]([O:15][CH2:16][CH3:17])=[O:14])[CH:5]=[CH:6][C:7]=1[S:8][CH:9]1[CH2:11][CH2:10]1.[OH:31]OS([O-])=O.[K+].C(=O)([O-])O.[Na+].S([O-])([O-])=O.[Na+].[Na+]>CO.C1COCC1.O.C(OCC)(=O)C>[Br:1][C:2]1[CH:3]=[C:4]([C:12](=[CH:18][CH:19]2[CH2:23][CH2:22][C:21]3([O:24][CH2:25][C:26]([CH3:29])([CH3:30])[CH2:27][O:28]3)[CH2:20]2)[C:13]([O:15][CH2:16][CH3:17])=[O:14])[CH:5]=[CH:6][C:7]=1[S:8]([CH:9]1[CH2:11][CH2:10]1)=[O:31] |f:1.2,3.4,5.6.7|. Procedure: Ethyl 2-[3-bromo-4-(cyclopropylsulfanyl)phenyl]-3-(8,8-dimethyl-6,10-dioxaspiro[4.5]dec-2-yl)acrylate (1.63 g, (E)/(Z)-mixture) was dissolved in methanol (16.3 mL)-THF (16.3 mL) mixed solvent, followed by ice-cooling. To this solution was added a solution of Oxone (registered trademark, 2.43 g) in water (16.3 mL), followed by warming to room temperature and stirring for 1 hour. A saturated aqueous sodium hydrogen carbonate solution was added thereto, and further added a 1 M aqueous sodium sulfit...